From a dataset of the Open Reaction Database (ORD), a public repository of structured organic reaction records. describe an organic reaction: reactants, conditions, products, and yield Starting materials: Brc1ccc(-c2ccccc2)cc1, Br, CCOC(C)=O, [Cl-], [Mg], O=C1CN2CCC1CC2, [NH4+], C1CCOC1. Yields the product OC1(c2ccc(-c3ccccc3)cc2)CN2CCC1CC2. As a reaction SMILES: [Br:1][c:2]1[cH:3][cH:4][c:5](-[c:8]2[cH:9][cH:10][cH:11][cH:12][cH:13]2)[cH:6][cH:7]1.[Br:31].[CH3:32][CH2:33][O:34][C:35](=[O:36])[CH3:37].[Cl-:24].[Mg:14].[N:15]12[CH2:16][C:17](=[O:23])[CH:18]([CH2:19][CH2:20]1)[CH2:21][CH2:22]2.[NH4+:25].[O:26]1[CH2:27][CH2:28][CH2:29][CH2:30]1>>[c:2]1([C:17]2([OH:23])[CH2:16][N:15]3[CH2:20][CH2:19][CH:18]2[CH2:21][CH2:22]3)[cH:3][cH:4][c:5](-[c:8]2[cH:9][cH:10][cH:11][cH:12][cH:13]2)[cH:6][cH:7]1. Starting materials: BrC1=C(C(=O)OC)C(=CC=N1)C1=CC=C(C=C1)Cl (methyl 2-bromo-4-(4-chlorophenyl)nicotinate), CS(=O)C (dimethylsulfoxide), [OH-].[Na+] (sodium hydroxide). The solvent is O (water). Conditions: temperature 80 celsius, time 3 hour. Yields the product BrC1=C(C(=O)O)C(=CC=N1)C1=CC=C(C=C1)Cl (2-bromo-4-(4-chlorophenyl)nicotinic acid). The yield is 87.5%. Reaction SMILES: [Br:1][C:2]1[N:11]=[CH:10][CH:9]=[C:8]([C:12]2[CH:17]=[CH:16][C:15]([Cl:18])=[CH:14][CH:13]=2)[C:3]=1[C:4]([O:6]C)=[O:5].CS(C)=O.[OH-].[Na+]>O>[Br:1][C:2]1[N:11]=[CH:10][CH:9]=[C:8]([C:12]2[CH:17]=[CH:16][C:15]([Cl:18])=[CH:14][CH:13]=2)[C:3]=1[C:4]([OH:6])=[O:5] |f:2.3|. Procedure details: 50.0 g (0.15 mol) of methyl 2-bromo-4-(4-chlorophenyl)nicotinate was weighed, and 300 ml of dimethylsulfoxide and 60 ml of 30% sodium hydroxide aqueous solution were added thereto and the mixture was stirred at 80° C. for 3 hours. The mixture was then poured into water and was washed with 300 ml of ethyl acetate. Thereafter, the aqueous layer was acidified with 10% HCl aqueous solution to precipitate a crystal, which was then filtrated out. The crystal thus precipitated was washed with water and... The reactants are C(C)(=O)OC=1C(=NC(=CC1)Cl)OCC(=O)OC (3-acetoxy-6-chloro-2-(methoxycarbonyl)methoxypyridine), C([O-])([O-])=O.[K+].[K+] (potassium carbonate), CO (methanol). Solvent: O (water). Conditions: time 3 hour. Yields the product ClC1=CC=C(C(=N1)OCC(=O)OC)O (6-chloro-3-hydroxy-2-(methoxycarbonyl)methoxypyridine). RXN SMILES: C([O:4][C:5]1[C:6]([O:12][CH2:13][C:14]([O:16][CH3:17])=[O:15])=[N:7][C:8]([Cl:11])=[CH:9][CH:10]=1)(=O)C.C(=O)([O-])[O-].[K+].[K+].CO>O>[Cl:11][C:8]1[N:7]=[C:6]([O:12][CH2:13][C:14]([O:16][CH3:17])=[O:15])[C:5]([OH:4])=[CH:10][CH:9]=1 |f:1.2.3|. Reported procedure: A mixture of 3-acetoxy-6-chloro-2-(methoxycarbonyl)methoxypyridine, potassium carbonate and methanol is stirred for 3 hours at room temperature. The reaction solution is poured into water, and extracted with ethyl acetate. The organic layer is dried over anhydrous magnesium sulfate, and concentrated. The residue is subjected to silica gel column chromatography to obtain 6-chloro-3-hydroxy-2-(methoxycarbonyl)methoxypyridine. Starting materials: C(#N)C=1C=C(C=CC1CC1=C(C=C(C=C1)C(F)(F)F)OC)S(=O)(=O)N(C1=NC=NS1)CC1=C(C=C(C=C1)OC)OC (3-Cyano-N-(2,4-dimethoxybenzyl)-4-[2-methoxy-4-(trifluoromethyl)benzyl]-N-1,2,4-thiadiazol-5-ylbenzenesulfonamide), FC(C(=O)O)(F)F (Trifluoroacetic acid). Run in ClCCl (dichloromethane). Run at temperature 0 celsius, time 3 hour. Yields the product C(#N)C=1C=C(C=CC1CC1=C(C=C(C=C1)C(F)(F)F)OC)S(=O)(=O)NC1=NC=NS1 (3-Cyano-4-[2-methoxy-4-(trifluoromethyl)benzyl]-N-1,2,4-thiadiazol-5-ylbenzenesulfonamide). RXN SMILES: [C:1]([C:3]1[CH:4]=[C:5]([S:22]([N:25](CC2C=CC(OC)=CC=2OC)[C:26]2[S:30][N:29]=[CH:28][N:27]=2)(=[O:24])=[O:23])[CH:6]=[CH:7][C:8]=1[CH2:9][C:10]1[CH:15]=[CH:14][C:13]([C:16]([F:19])([F:18])[F:17])=[CH:12][C:11]=1[O:20][CH3:21])#[N:2].FC(F)(F)C(O)=O>ClCCl>[C:1]([C:3]1[CH:4]=[C:5]([S:22]([NH:25][C:26]2[S:30][N:29]=[CH:28][N:27]=2)(=[O:24])=[O:23])[CH:6]=[CH:7][C:8]=1[CH2:9][C:10]1[CH:15]=[CH:14][C:13]([C:16]([F:19])([F:17])[F:18])=[CH:12][C:11]=1[O:20][CH3:21])#[N:2]. Procedure: 3-Cyano-N-(2,4-dimethoxybenzyl)-4-[2-methoxy-4-(trifluoromethyl)benzyl]-N-1,2,4-thiadiazol-5-ylbenzenesulfonamide (Preparation 30, 33.8 mg, 0.056 mmol) was dissolved in dichloromethane (1 mL) and cooled to 0° C. Trifluoroacetic acid (22 μL, 0.28 mmol) was added and the reaction stirred for 3 hours warming slowly to room temperature. The solvent was removed in vacuo and the residue re-dissolved in methanol (˜5 mL). Once again the solvent was removed in vacuo. The material was suspended in methano... Starting materials: BrC1=CC=C(N(C)C)C=C1 (4-bromo-N,N-dimethylaniline), C([O-])([O-])=O.[Cs+].[Cs+] (cesium carbonate), C1(=CC=CC=C1)P(C1=CC=CC=2C(C3=CC=CC(=C3OC12)P(C1=CC=CC=C1)C1=CC=CC=C1)(C)C)C1=CC=CC=C1 (4,5-bis(diphenylphosphino)-9,9-dimethylxanthene), C(#C)C1=CC=C(C=C1)CC(=O)NNC(=O)OC(C)(C)C (tert-butyl 2-[(4-ethynylphenyl)acetyl]hydrazinecarboxylate). The reagents and catalysts are Cl[Pd]([P](C1=CC=CC=C1)(C2=CC=CC=C2)C3=CC=CC=C3)([P](C4=CC=CC=C4)(C5=CC=CC=C5)C6=CC=CC=C6)Cl (dichlorobis(triphenylphosphine)palladium). Run in C(C)#N (acetonitrile), C(C)#N (acetonitrile). Run at time 15 minute. Product: CN(C1=CC=C(C=C1)C#CC1=CC=C(C=C1)CC(=O)NNC(=O)OC(C)(C)C)C (tert-butyl 2-[(4-{[4-(dimethylamino)phenyl]ethynyl}phenyl)acetyl]hydrazinecarboxylate). The yield is 38.3%. As a reaction SMILES: Br[C:2]1[CH:10]=[CH:9][C:5]([N:6]([CH3:8])[CH3:7])=[CH:4][CH:3]=1.C(=O)([O-])[O-].[Cs+].[Cs+].C1(P(C2C=CC=CC=2)C2C3OC4C(=CC=CC=4P(C4C=CC=CC=4)C4C=CC=CC=4)C(C)(C)C=3C=CC=2)C=CC=CC=1.[C:59]([C:61]1[CH:66]=[CH:65][C:64]([CH2:67][C:68]([NH:70][NH:71][C:72]([O:74][C:75]([CH3:78])([CH3:77])[CH3:76])=[O:73])=[O:69])=[CH:63][CH:62]=1)#[CH:60]>C(#N)C.Cl[Pd](Cl)([P](C1C=CC=CC=1)(C1C=CC=CC=1)C1C=CC=CC=1)[P](C1C=CC=CC=1)(C1C=CC=CC=1)C1C=CC=CC=1>[CH3:7][N:6]([CH3:8])[C:5]1[CH:9]=[CH:10][C:2]([C:60]#[C:59][C:61]2[CH:62]=[CH:63][C:64]([CH2:67][C:68]([NH:70][NH:71][C:72]([O:74][C:75]([CH3:78])([CH3:77])[CH3:76])=[O:73])=[O:69])=[CH:65][CH:66]=2)=[CH:3][CH:4]=1 |f:1.2.3,^1:84,103|. Reported procedure: To a mixture of 4-bromo-N,N-dimethylaniline (175 mg, 0.88 mmol), cesium carbonate (476 mg, 1.46 mmol), 4,5-bis(diphenylphosphino)-9,9-dimethylxanthene (22 mg, 0.04 mmol) and bis(acetonitrile)dichloropalladium (II) (10 mg, 0.04 mmol) was added anhydrous acetonitrile (2 ml), and the mixture was stirred at room temperature for 15 mins. A solution of tert-butyl 2-[(4-ethynylphenyl)acetyl]hydrazinecarboxylate (200 mg, 0.73 mmol) in anhydrous acetonitrile (4 ml) was added, and the mixture was stirred ... Starting materials: NC1=C(C(=NC2=CC=CC=C12)Cl)[N+](=O)[O-] (4-amino-2-chloro-3-nitroquinoline), S(=O)(=O)([O-])[O-].[Mg+2] (magnesium sulfate), [H][H] (hydrogen). The reagents and catalysts are [Pt] (Pt/C). Solvent: C(C)(=O)OCC (ethyl acetate). Product: NC=1C(=NC2=CC=CC=C2C1N)Cl (3,4-diamino-2-chloroquinoline). Reaction SMILES: [NH2:1][C:2]1[C:11]2[C:6](=[CH:7][CH:8]=[CH:9][CH:10]=2)[N:5]=[C:4]([Cl:12])[C:3]=1[N+:13]([O-])=O.S([O-])([O-])(=O)=O.[Mg+2].[H][H]>[Pt].C(OCC)(=O)C>[NH2:13][C:3]1[C:4]([Cl:12])=[N:5][C:6]2[C:11]([C:2]=1[NH2:1])=[CH:10][CH:9]=[CH:8][CH:7]=2 |f:1.2|. Procedure: 4-amino-2-chloro-3-nitroquinoline (5 g, 0.0224 mol) was combined with ethyl acetate (300 mL), magnesium sulfate (1 g), and 5% Pt/C (0.5 g). The mixture was hydrogenerated on a Parr apparatus until no further uptake of hydrogen was observed. The resulting mixture was filtered and the solvent was removed at reduced pressure to afford a tan solid product 3,4-diamino-2-chloroquinoline.